From a dataset of the Open Reaction Database (ORD), a public repository of structured organic reaction records. describe an organic reaction: reactants, conditions, products, and yield The reactants are CCO, Cc1cc(F)c([N+](=O)[O-])cc1C(=O)O. Yields the product Cc1cc(F)c(N)cc1C(=O)O. RXN SMILES: [CH3:15][CH2:16][OH:17].[CH3:1][c:2]1[c:3]([C:4](=[O:5])[OH:6])[cH:7][c:8]([N+:12]([O-:13])=[O:14])[c:9]([F:11])[cH:10]1>>[CH3:1][c:2]1[c:3]([C:4](=[O:5])[OH:6])[cH:7][c:8]([NH2:12])[c:9]([F:11])[cH:10]1.